From a dataset of the Open Reaction Database (ORD), a public repository of structured organic reaction records. describe an organic reaction: reactants, conditions, products, and yield Starting materials: C1CCCC2N3CCC4=C(C3CC(C21)=O)C=CC=C4 (1,2,3,4,4a,6,7,11b,12,13a-decahydrodibenzo[a,f]quinolizin-13-one), Cl (hydrochloric acid). Product: C1CCCC2N3CCC4=C(C3CC(C21)O)C=CC=C4 (2,3,4,4a,6,7,11b,12,13,13a-Decahydro-1H-dibenzo[a,f]-quinolizin-13-ol). Reaction SMILES: [CH2:1]1[CH:14]2[CH:5]([N:6]3[CH:11]([CH2:12][C:13]2=[O:15])[C:10]2[CH:16]=[CH:17][CH:18]=[CH:19][C:9]=2[CH2:8][CH2:7]3)[CH2:4][CH2:3][CH2:2]1.Cl>>[CH2:1]1[CH:14]2[CH:5]([N:6]3[CH:11]([CH2:12][CH:13]2[OH:15])[C:10]2[CH:16]=[CH:17][CH:18]=[CH:19][C:9]=2[CH2:8][CH2:7]3)[CH2:4][CH2:3][CH2:2]1. Procedure details: The following products are obtained when in Example 1 (A) appropriate amounts of the ketone derivatives listed below are substituted for 1,2,3,4,4a,6,7,11b,12,13a-decahydrodibenzo[a,f]quinolizin-13-one, the residual oil is additionally treated with excess ethereal hydrochloric acid and the precipitate is recrystallized from butanonemethanol. Starting materials: ClC=1C=C(C=C(C1OC1=NC=C(C=C1)O)C)/C=C/C(=O)N1CCN(CC1)CC1=CC=C(C=C1)CCOC1=CC=C(C=C1)C ((E)-3-{3-chloro-4-[(5-hydroxypyridin-2-yl)oxy]-5-methylphenyl}-1-(4-{4-[2-(4-methylphenoxy)ethyl]benzyl}piperazin-1-yl)prop-2-en-1-one), CC1=CC=C(CBr)C=C1 (4-methylbenzyl bromide), [H-].[Na+] (sodium hydride). Solvent: CN(C)C=O (DMF). Reaction conditions: time 1 hour. The product is ClC=1C=C(C=C(C1OC1=NC=C(C=C1)OCC1=CC=C(C=C1)C)C)/C=C/C(=O)N1CCN(CC1)CC1=CC=C(C=C1)CCOC1=CC=C(C=C1)C ((E)-3-[3-chloro-5-methyl-4-({5-[(4-methylbenzyl)oxy]pyridin-2-yl}oxy)phenyl]-1-(4-{4-[2-(4-methylphenoxy)ethyl]benzyl}piperazin-1-yl)prop-2-en-1-one). Isolated yield 85.3%. As a reaction SMILES: [Cl:1][C:2]1[CH:3]=[C:4](/[CH:17]=[CH:18]/[C:19]([N:21]2[CH2:26][CH2:25][N:24]([CH2:27][C:28]3[CH:33]=[CH:32][C:31]([CH2:34][CH2:35][O:36][C:37]4[CH:42]=[CH:41][C:40]([CH3:43])=[CH:39][CH:38]=4)=[CH:30][CH:29]=3)[CH2:23][CH2:22]2)=[O:20])[CH:5]=[C:6]([CH3:16])[C:7]=1[O:8][C:9]1[CH:14]=[CH:13][C:12]([OH:15])=[CH:11][N:10]=1.[CH3:44][C:45]1[CH:52]=[CH:51][C:48]([CH2:49]Br)=[CH:47][CH:46]=1.[H-].[Na+]>CN(C=O)C>[Cl:1][C:2]1[CH:3]=[C:4](/[CH:17]=[CH:18]/[C:19]([N:21]2[CH2:22][CH2:23][N:24]([CH2:27][C:28]3[CH:33]=[CH:32][C:31]([CH2:34][CH2:35][O:36][C:37]4[CH:42]=[CH:41][C:40]([CH3:43])=[CH:39][CH:38]=4)=[CH:30][CH:29]=3)[CH2:25][CH2:26]2)=[O:20])[CH:5]=[C:6]([CH3:16])[C:7]=1[O:8][C:9]1[CH:14]=[CH:13][C:12]([O:15][CH2:44][C:45]2[CH:52]=[CH:51][C:48]([CH3:49])=[CH:47][CH:46]=2)=[CH:11][N:10]=1 |f:2.3|. Reported procedure: To a DMF (5 mL) solution of (E)-3-{3-chloro-4-[(5-hydroxypyridin-2-yl)oxy]-5-methylphenyl}-1-(4-{4-[2-(4-methylphenoxy)ethyl]benzyl}piperazin-1-yl)prop-2-en-1-one (479 mg) and 4-methylbenzyl bromide (155 mg) was added sodium hydride (60% w/w in oil, 42 mg) at 0° C., and stirred for 1 hour. The reaction mixture was quenched by addition of saturated aqueous NH4Cl (10 mL), and extracted with AcOEt. The organic layer was washed with water, saturated aqueous NaCl, dried over anhydrous Na2SO4, and eva... Reactants: COC=1C=C(C=O)C=CC1OC (3,4-dimethoxy-benzaldehyde), COCCC#N (β-methoxy-propinitrile), CO (methanol), [OH-].[K+] (potassium hydroxide), [OH-].[K+] (potassium hydroxide). The solvent is O (water). Conditions: temperature 30 celsius, time 8 hour. The product is COC=1C=C(C=C(C#N)COC)C=CC1OC (α-(3,4-dimethoxy-benzal)-β-methoxy-propionitrile). The yield is 100.0%. RXN SMILES: [CH3:1][O:2][C:3]1[CH:4]=[C:5]([CH:8]=[CH:9][C:10]=1[O:11][CH3:12])[CH:6]=O.[CH3:13][O:14][CH2:15][CH2:16][C:17]#[N:18].CO.[OH-].[K+]>O>[CH3:1][O:2][C:3]1[CH:4]=[C:5]([CH:8]=[CH:9][C:10]=1[O:11][CH3:12])[CH:6]=[C:16]([CH2:15][O:14][CH3:13])[C:17]#[N:18] |f:3.4|. Reported procedure: A mixture of 200 g (1.20 mole) of 3,4-dimethoxy-benzaldehyde, 150 g (1.75 mole) of β-methoxy-propinitrile, 260 ml of methanol and 10 g of a 55% methanolic potassium hydroxide solution is stirred at 60°-62° C. for 8 hours, whereupon the reaction mixture is cooled to 30° C., and 170 g of a 55% methanolic potassium hydroxide solution are added dropwise. The reaction mixture is stirred for 5 hours and diluted with 1000 ml of water. The precipitated crystalline product is filtered, washed with methan... Reactants: B(O)O (boronic acid), BrC1=CC=CC(=N1)C=O (6-bromopicolinaldehyde), FC(C1=C(C=CC=C1)B(O)O)(F)F ((2-(trifluoromethyl)phenyl)boronic acid). Yields the product FC(C1=C(C=CC=C1)C1=CC=CC(=N1)C=O)(F)F (6-(2-(trifluoromethyl)phenyl)picolinaldehyde). RXN SMILES: B(O)O.Br[C:5]1[N:10]=[C:9]([CH:11]=[O:12])[CH:8]=[CH:7][CH:6]=1.[F:13][C:14]([F:25])([F:24])[C:15]1[CH:20]=[CH:19][CH:18]=[CH:17][C:16]=1B(O)O>>[F:13][C:14]([F:25])([F:24])[C:15]1[CH:20]=[CH:19][CH:18]=[CH:17][C:16]=1[C:5]1[N:10]=[C:9]([CH:11]=[O:12])[CH:8]=[CH:7][CH:6]=1. Procedure: 6-(2-(trifluoromethyl)phenyl)picolinaldehyde was prepared using the general boronic acid coupling procedure for 6-bromopicolinaldehyde and (2-(trifluoromethyl)phenyl)boronic acid (43.5 mg, 135.1 mg theoretical, 32.2%). LC-MS m/z 252.2 (M+1). Starting materials: BrC1=C2C(=NC=C1)N(C=C2I)C(C)C (4-bromo-3-iodo-1-isopropyl-1H-pyrrolo[2,3-b]pyridine), N1(CCCC1)C=1C=C(C=CC1)B(O)O ((3-(pyrrolidin-1-yl)phenyl)boronic acid), C([O-])([O-])=O.[Na+].[Na+] (sodium carbonate). Reagents/catalysts: Cl[Pd]([P](C1=CC=CC=C1)(C2=CC=CC=C2)C3=CC=CC=C3)([P](C4=CC=CC=C4)(C5=CC=CC=C5)C6=CC=CC=C6)Cl (bis(triphenylphosphine)palladium(II) chloride). Run in C(C)#N (ACN). Conditions: temperature 65 celsius. The product is BrC1=C2C(=NC=C1)N(C=C2C2=CC(=CC=C2)N2CCCC2)C(C)C (4-bromo-1-isopropyl-3-(3-(pyrrolidin-1-yl)phenyl)-1H-pyrrolo[2,3-b]pyridine). Yield: 23.5%. As a reaction SMILES: [Br:1][C:2]1[CH:7]=[CH:6][N:5]=[C:4]2[N:8]([CH:12]([CH3:14])[CH3:13])[CH:9]=[C:10](I)[C:3]=12.[N:15]1([C:20]2[CH:21]=[C:22](B(O)O)[CH:23]=[CH:24][CH:25]=2)[CH2:19][CH2:18][CH2:17][CH2:16]1.C(=O)([O-])[O-].[Na+].[Na+]>C(#N)C.Cl[Pd](Cl)([P](C1C=CC=CC=1)(C1C=CC=CC=1)C1C=CC=CC=1)[P](C1C=CC=CC=1)(C1C=CC=CC=1)C1C=CC=CC=1>[Br:1][C:2]1[CH:7]=[CH:6][N:5]=[C:4]2[N:8]([CH:12]([CH3:14])[CH3:13])[CH:9]=[C:10]([C:22]3[CH:23]=[CH:24][CH:25]=[C:20]([N:15]4[CH2:16][CH2:17][CH2:18][CH2:19]4)[CH:21]=3)[C:3]=12 |f:2.3.4,^1:40,59|. Reported procedure: A mixture of 4-bromo-3-iodo-1-isopropyl-1H-pyrrolo[2,3-b]pyridine (D10) (2.80 g, 7.67 mmol), (3-(pyrrolidin-1-yl)phenyl)boronic acid (1.612 g, 8.44 mmol), bis(triphenylphosphine)palladium(II) chloride (0.538 g, 0.767 mmol) and 2M sodium carbonate aqueous solution (9.59 mL, 19.18 mmol) in ACN (35.0 mL) was heated at 65° C. for 2 hours and then allowed to cool to RT. The mixture was evaporated to dryness and the residue partitioned between water (50 mL) and ethyl acetate (150 mL). The aqueous phas... Reactants: CC(C)(C)OC(=O)N1CCC(O)CC1, C1CCOC1, CCOC(=O)N=NC(=O)OCC, COC(=O)c1ccc(SC)cc1O, c1ccc(P(c2ccccc2)c2ccccc2)cc1. The product is COC(=O)c1ccc(SC)cc1OC1CCN(C(=O)OC(C)(C)C)CC1. Reaction SMILES: [C:14](=[O:15])([O:16][C:17]([CH3:18])([CH3:19])[CH3:20])[N:21]1[CH2:22][CH2:23][CH:24]([OH:27])[CH2:25][CH2:26]1.[CH2:59]1[O:60][CH2:61][CH2:62][CH2:63]1.[O:47]=[C:48]([O:49][CH2:50][CH3:51])[N:52]=[N:53][C:54]([O:55][CH2:56][CH3:57])=[O:58].[OH:1][c:2]1[c:3]([C:4](=[O:5])[O:6][CH3:7])[cH:8][cH:9][c:10]([S:12][CH3:13])[cH:11]1.[c:28]1([P:29]([c:30]2[cH:31][cH:32][cH:33][cH:34][cH:35]2)[c:36]2[cH:37][cH:38][cH:39][cH:40][cH:41]2)[cH:42][cH:43][cH:44][cH:45][cH:46]1>>[O:1]([c:2]1[c:3]([C:4](=[O:5])[O:6][CH3:7])[cH:8][cH:9][c:10]([S:12][CH3:13])[cH:11]1)[CH:24]1[CH2:23][CH2:22][N:21]([C:14](=[O:15])[O:16][C:17]([CH3:18])([CH3:19])[CH3:20])[CH2:26][CH2:25]1.